From a dataset of the Open Reaction Database (ORD), a public repository of structured organic reaction records. describe an organic reaction: reactants, conditions, products, and yield The reactants are ClC=1C=CC2=C(C(CCCN2C(C2=CN=C(C=C2)NC(C2=C(C=CC=C2)C)=O)=O)CCN)C1 (7-chloro-5-(2-aminoethyl)-1-[6-(2-methylbenzoyl-amino)nicotinoyl]-2,3,4,5-tetrahydro-1H-benzazepine), C(C)(=O)OC(C)=O (acetic anhydride), O (Water). The solvent is N1=CC=CC=C1 (pyridine). Reaction conditions: temperature 80 celsius, time 2 hour. Yields the product ClC=1C=CC2=C(C(CCCN2C(C2=CN=C(C=C2)NC(C2=C(C=CC=C2)C)=O)=O)CCNC(C)=O)C1 (7-chloro-5-(2-acetylamino-ethyl)-1-[6-(2-methylbenzoylamino)nicotinoyl]-2,3,4,5-tetrahydro-1H-benzazepine). As a reaction SMILES: [Cl:1][C:2]1[CH:3]=[CH:4][C:5]2[N:11]([C:12](=[O:29])[C:13]3[CH:18]=[CH:17][C:16]([NH:19][C:20](=[O:28])[C:21]4[CH:26]=[CH:25][CH:24]=[CH:23][C:22]=4[CH3:27])=[N:15][CH:14]=3)[CH2:10][CH2:9][CH2:8][CH:7]([CH2:30][CH2:31][NH2:32])[C:6]=2[CH:33]=1.[C:34](OC(=O)C)(=[O:36])[CH3:35].O>N1C=CC=CC=1>[Cl:1][C:2]1[CH:3]=[CH:4][C:5]2[N:11]([C:12](=[O:29])[C:13]3[CH:18]=[CH:17][C:16]([NH:19][C:20](=[O:28])[C:21]4[CH:26]=[CH:25][CH:24]=[CH:23][C:22]=4[CH3:27])=[N:15][CH:14]=3)[CH2:10][CH2:9][CH2:8][CH:7]([CH2:30][CH2:31][NH:32][C:34](=[O:36])[CH3:35])[C:6]=2[CH:33]=1. Reported procedure: To a solution of 7-chloro-5-(2-aminoethyl)-1-[6-(2-methylbenzoyl-amino)nicotinoyl]-2,3,4,5-tetrahydro-1H-benzazepine (0.42 g) in pyridine (10 ml) is added acetic anhydride (0.13 ml), and the mixture is stirred at 80° C. for 2 hours, and then stirred at room temperature overnight. Water is added to the reaction solution, and the mixture is extracted with dichloromethane. The extract is washed successively with diluted hydrochloric acid, water, and aqueous sodium hydrogen carbonate solution, dried... Reactants: [H][H] (hydrogen), C(C1=CC=CC=C1)Cl (benzyl chloride), [H-].[Na+] (NaH), OC1=CC=C(C#N)C=C1 (4-hydroxy benzonitrile). The solvent is CN(C)C=O (DMF), O (water). Conditions: temperature 0 celsius. Yields the product C(C1=CC=CC=C1)OC1=CC=C(C#N)C=C1 (4-benzyloxy benzonitrile). As a reaction SMILES: [H-].[Na+].[OH:3][C:4]1[CH:11]=[CH:10][C:7]([C:8]#[N:9])=[CH:6][CH:5]=1.[H][H].[CH2:14](Cl)[C:15]1[CH:20]=[CH:19][CH:18]=[CH:17][CH:16]=1>CN(C=O)C.O>[CH2:14]([O:3][C:4]1[CH:11]=[CH:10][C:7]([C:8]#[N:9])=[CH:6][CH:5]=1)[C:15]1[CH:20]=[CH:19][CH:18]=[CH:17][CH:16]=1 |f:0.1|. Reported procedure: 5.10-2 mol of NaH was added little by little to a solution of 5.10-2 mol of 4-hydroxy benzonitrile in 100 ml DMF so as to obtain a temperature of 25° C. The solution was then heated to 50° C. until no more hydrogen was liberated. After cooling to 0° C., 5.10-2 benzyl chloride was added. The reaction mixture was heated to 40° C. for 1 hour, then poured into 300 ml iced water. The resulting solid was separated by filtration. Starting materials: COCCN(CCOC)C(=O)CN1CCNCC1, CCOc1cc(C(C)(C)C#N)ccc1C1=NC(c2ccc(Cl)cc2)C(c2ccc(Cl)cc2)N1C(=O)Cl. Product: CCOc1cc(C(C)(C)C#N)ccc1C1=NC(c2ccc(Cl)cc2)C(c2ccc(Cl)cc2)N1C(=O)N1CCN(CC(=O)N(CCOC)CCOC)CC1. As a reaction SMILES: [CH3:37][O:38][CH2:39][CH2:40][N:41]([C:42]([CH2:43][N:44]1[CH2:45][CH2:46][NH:47][CH2:48][CH2:49]1)=[O:50])[CH2:51][CH2:52][O:53][CH3:54].[Cl:1][c:2]1[cH:3][cH:4][c:5]([CH:8]2[N:9]=[C:10]([c:23]3[c:24]([O:34][CH2:35][CH3:36])[cH:25][c:26]([C:29]([CH3:30])([CH3:31])[C:32]#[N:33])[cH:27][cH:28]3)[N:11]([C:20](=[O:21])[Cl:22])[CH:12]2[c:13]2[cH:14][cH:15][c:16]([Cl:19])[cH:17][cH:18]2)[cH:6][cH:7]1>>[Cl:1][c:2]1[cH:3][cH:4][c:5]([CH:8]2[N:9]=[C:10]([c:23]3[c:24]([O:34][CH2:35][CH3:36])[cH:25][c:26]([C:29]([CH3:30])([CH3:31])[C:32]#[N:33])[cH:27][cH:28]3)[N:11]([C:20](=[O:21])[N:47]3[CH2:46][CH2:45][N:44]([CH2:43][C:42]([N:41]([CH2:40][CH2:39][O:38][CH3:37])[CH2:51][CH2:52][O:53][CH3:54])=[O:50])[CH2:49][CH2:48]3)[CH:12]2[c:13]2[cH:14][cH:15][c:16]([Cl:19])[cH:17][cH:18]2)[cH:6][cH:7]1. Starting materials: Na, C(=O)(OC)C1C2C=CC(C1)O2 (2-carbomethoxy-7-oxabicyclo(2,2,1)hept-5-ene), C(CCCCCCCCCCCCCCCCC)N (stearylamine), C(Cl)(Cl)Cl (chloroform), Cl (hydrochloric acid). Run in O (water). Conditions: temperature 60 celsius, time 15 hour. Product: C(CCCCCCCCCCCCCCCCC)NC(C=C)=O (N-stearylacrylamide). RXN SMILES: [C:1]([CH:5]1CC2O[CH:6]1C=C2)(OC)=[O:2].[CH2:12]([NH2:30])[CH2:13][CH2:14][CH2:15][CH2:16][CH2:17][CH2:18][CH2:19][CH2:20][CH2:21][CH2:22][CH2:23][CH2:24][CH2:25][CH2:26][CH2:27][CH2:28][CH3:29].C(Cl)(Cl)Cl.Cl>O>[CH2:12]([NH:30][C:1](=[O:2])[CH:5]=[CH2:6])[CH2:13][CH2:14][CH2:15][CH2:16][CH2:17][CH2:18][CH2:19][CH2:20][CH2:21][CH2:22][CH2:23][CH2:24][CH2:25][CH2:26][CH2:27][CH2:28][CH3:29]. Procedure: 7.2 parts 30% methanolic Na-methylate solution and 77 parts 2-carbomethoxy-7-oxabicyclo(2,2,1)hept-5-ene are added to 134.8 parts stearylamine. The reaction medium is heated to 60° C. and stirred for 15 hours at this temperature. 300 parts of chloroform are next added and the mixture neutralised with 4 parts concentrated hydrochloric acid. 100 parts of water are added, the organic phase is separated off, and the aqueous phase extracted with 50 parts chloroform. The combined organic phases are re...